This data is from the Open Reaction Database (ORD), a public repository of structured organic reaction records. The task is: describe an organic reaction: reactants, conditions, products, and yield Reactants: NC=1C=CC(=C(C1)B1OC(C)(C)C(C)(C)O1)C (5-amino-2-methyl-phenylboronic acid pinacol ester), ClC=1N=CC2=CC=CC=C2C1 (3-chloro-isoquinoline), C1(=CC=CC=C1)C (toluene), C(=O)([O-])[O-].[Na+].[Na+] (Na2CO3). The reagents and catalysts are C=1C=CC(=CC1)[P](C=2C=CC=CC2)(C=3C=CC=CC3)[Pd]([P](C=4C=CC=CC4)(C=5C=CC=CC5)C=6C=CC=CC6)([P](C=7C=CC=CC7)(C=8C=CC=CC8)C=9C=CC=CC9)[P](C=1C=CC=CC1)(C=1C=CC=CC1)C=1C=CC=CC1 (Pd(PPh3)4). Solvent: CCO (EtOH). Reaction conditions: temperature 90 celsius, time 18 hour. Product: C1=NC(=CC2=CC=CC=C12)C=1C=C(N)C=CC1C (3-(isoquinolin-3-yl)-4-methylaniline). As a reaction SMILES: [NH2:1][C:2]1[CH:3]=[CH:4][C:5]([CH3:17])=[C:6](B2OC(C)(C)C(C)(C)O2)[CH:7]=1.Cl[C:19]1[N:20]=[CH:21][C:22]2[C:27]([CH:28]=1)=[CH:26][CH:25]=[CH:24][CH:23]=2.C1(C)C=CC=CC=1.C([O-])([O-])=O.[Na+].[Na+]>C1C=CC([P]([Pd]([P](C2C=CC=CC=2)(C2C=CC=CC=2)C2C=CC=CC=2)([P](C2C=CC=CC=2)(C2C=CC=CC=2)C2C=CC=CC=2)[P](C2C=CC=CC=2)(C2C=CC=CC=2)C2C=CC=CC=2)(C2C=CC=CC=2)C2C=CC=CC=2)=CC=1.CCO>[CH:21]1[C:22]2[C:27](=[CH:26][CH:25]=[CH:24][CH:23]=2)[CH:28]=[C:19]([C:6]2[CH:7]=[C:2]([CH:3]=[CH:4][C:5]=2[CH3:17])[NH2:1])[N:20]=1 |f:3.4.5,^1:45,47,66,85|. Procedure details: To a round-bottom flask containing 5-amino-2-methyl-phenylboronic acid pinacol ester (233 mg, 1 mmol), 3-chloro-isoquinoline (2-(5 mg, 1.5 mmol), Pd(PPh3)4 (128 mg, 0.1 mmol) is added toluene (4 ml), EtOH (1 ml) and aqueous 2M Na2CO3 solution (2 ml). The flask is purged with argon and sealed. The mixture is stirred at 90° C. for 18 hours, cooled to room temperature and extracted using water and ethyl acetate. The organic layer is separated, washed with brine, dried over MgSO4 and concentrated. T... The reactants are C=CCBr, CC(C)CC(C(=O)OCc1ccccc1)C(C(=O)OCc1ccccc1)C(=O)OC(C)(C)C. Yields the product C=CCC(C(=O)OCc1ccccc1)(C(=O)OC(C)(C)C)C(CC(C)C)C(=O)OCc1ccccc1. Reaction SMILES: [CH2:34]([CH:35]=[CH2:36])[Br:37].[CH3:1][CH:2]([CH2:3][CH:4]([CH:5]([C:6](=[O:7])[O:8][CH2:9][c:10]1[cH:11][cH:12][cH:13][cH:14][cH:15]1)[C:16](=[O:17])[O:18][C:19]([CH3:20])([CH3:21])[CH3:22])[C:23](=[O:24])[O:25][CH2:26][c:27]1[cH:28][cH:29][cH:30][cH:31][cH:32]1)[CH3:33]>>[CH3:1][CH:2]([CH2:3][CH:4]([C:5]([C:6](=[O:7])[O:8][CH2:9][c:10]1[cH:11][cH:12][cH:13][cH:14][cH:15]1)([C:16](=[O:17])[O:18][C:19]([CH3:20])([CH3:21])[CH3:22])[CH2:36][CH:35]=[CH2:34])[C:23](=[O:24])[O:25][CH2:26][c:27]1[cH:28][cH:29][cH:30][cH:31][cH:32]1)[CH3:33]. Reactants: C1(=CC=CC=C1)C1=C2C(=NC(=NC2=CC=C1)C=1C=C(C=NC1)S(=O)(=O)NP(O)(O)=O)NCC1=NC=CC=C1 (5-(5-Phenyl-4-(pyridin-2-ylmethylamino)quinazolin-2-yl)pyridin-3-ylsulfonylphosphoramidic acid), [OH-].[Na+] (NaOH). Solvent: C(C)O (ethanol), O (water). Reaction conditions: time 2 hour. Yields the product C1(=CC=CC=C1)C1=C2C(=NC(=NC2=CC=C1)C=1C=C(C=NC1)S(=O)(=O)NP([O-])([O-])=O)NCC1=NC=CC=C1.[Na+].[Na+].[Na+] (Trisodium (5-(5-phenyl-4-((pyridin-2-ylmethyl)amino)quinazolin-2-yl)pyridin-3-yl)sulfonylphosphoramidate). Isolated yield 85.7%. RXN SMILES: [C:1]1([C:7]2[CH:16]=[CH:15][CH:14]=[C:13]3[C:8]=2[C:9]([NH:31][CH2:32][C:33]2[CH:38]=[CH:37][CH:36]=[CH:35][N:34]=2)=[N:10][C:11]([C:17]2[CH:18]=[C:19]([S:23]([NH:26][P:27](=[O:30])([OH:29])[OH:28])(=[O:25])=[O:24])[CH:20]=[N:21][CH:22]=2)=[N:12]3)[CH:6]=[CH:5][CH:4]=[CH:3][CH:2]=1.[OH-].[Na+:40]>C(O)C.O>[C:1]1([C:7]2[CH:16]=[CH:15][CH:14]=[C:13]3[C:8]=2[C:9]([NH:31][CH2:32][C:33]2[CH:38]=[CH:37][CH:36]=[CH:35][N:34]=2)=[N:10][C:11]([C:17]2[CH:18]=[C:19]([S:23]([NH:26][P:27](=[O:28])([O-:29])[O-:30])(=[O:24])=[O:25])[CH:20]=[N:21][CH:22]=2)=[N:12]3)[CH:2]=[CH:3][CH:4]=[CH:5][CH:6]=1.[Na+:40].[Na+:40].[Na+:40] |f:1.2,5.6.7.8|. Procedure details: To a suspension of ((5-(5-phenyl-4-((pyridin-2-ylmethyl)amino)quinazolin-2-yl)pyridin-3-yl)sulfonyl)phosphoramidic acid (2) (0.030 g, 0.054 mmol) in ethanol (3 mL) was added NaOH (6.40 mg, 0.161 mmol) in 0.500 mL of water. The reaction mixture was stirred under nitrogen atmosphere at room temperature for 2 h. The reaction mixture was concentrated to dryness and the residue washed with ethyl acetate (2×8 mL), acetone (2×8 mL) and acetonitrile (2×8 mL) to afford trisodium (5-(5-phenyl-4-((pyridin-... Reactants: FCCCCCCCCBr, [Li]CCCC, CN(C)P(=O)(N(C)C)N(C)C, C#CCCOC1CCCCO1, C1CCOC1. Product: FCCCCCCCCC#CCCOC1CCCCO1. Reaction SMILES: [Br:17][CH2:18][CH2:19][CH2:20][CH2:21][CH2:22][CH2:23][CH2:24][CH2:25][F:26].[CH2:12]([Li:13])[CH2:14][CH2:15][CH3:16].[CH3:32][N:33]([CH3:34])[P:35]([N:36]([CH3:37])[CH3:38])([N:39]([CH3:40])[CH3:41])=[O:42].[O:1]1[CH:2]([O:7][CH2:8][CH2:9][C:10]#[CH:11])[CH2:3][CH2:4][CH2:5][CH2:6]1.[O:27]1[CH2:28][CH2:29][CH2:30][CH2:31]1>>[O:1]1[CH:2]([O:7][CH2:8][CH2:9][C:10]#[C:11][CH2:18][CH2:19][CH2:20][CH2:21][CH2:22][CH2:23][CH2:24][CH2:25][F:26])[CH2:3][CH2:4][CH2:5][CH2:6]1. The reactants are C(C)(C)(C)C1=NC2=C(N1CC1CCOCC1)C=CC(=C2)S(=O)(=O)Cl (2-tert-butyl-1-(tetrahydro-2H-pyran-4-ylmethyl)-1H-benzimidazole-5-sulfonyl chloride), N1CCCCC1 (piperidine). The reagents and catalysts are CN(C)C=1C=CN=CC1 (DMAP). Run in CC#N (MeCN). The product is C(C)(C)(C)C1=NC2=C(N1CC1CCOCC1)C=CC(=C2)S(=O)(=O)N2CCCCC2 (2-tert-Butyl-5-(piperidin-1-ylsulfonyl)-1-(tetrahydro-2H-pyran-4-ylmethyl)-1H-benzimidazole). Isolated yield 43.5%. Reaction SMILES: [C:1]([C:5]1[N:9]([CH2:10][CH:11]2[CH2:16][CH2:15][O:14][CH2:13][CH2:12]2)[C:8]2[CH:17]=[CH:18][C:19]([S:21](Cl)(=[O:23])=[O:22])=[CH:20][C:7]=2[N:6]=1)([CH3:4])([CH3:3])[CH3:2].[NH:25]1[CH2:30][CH2:29][CH2:28][CH2:27][CH2:26]1>CN(C1C=CN=CC=1)C.CC#N>[C:1]([C:5]1[N:9]([CH2:10][CH:11]2[CH2:16][CH2:15][O:14][CH2:13][CH2:12]2)[C:8]2[CH:17]=[CH:18][C:19]([S:21]([N:25]3[CH2:30][CH2:29][CH2:28][CH2:27][CH2:26]3)(=[O:23])=[O:22])=[CH:20][C:7]=2[N:6]=1)([CH3:4])([CH3:3])[CH3:2]. Reported procedure: Following the same procedure in Example 1, Step A, using 2-tert-butyl-1-(tetrahydro-2H-pyran-4-ylmethyl)-1H-benzimidazole-5-sulfonyl chloride (61 mg, 0.17 mmol), piperidine (0.2 mL, 2.0 mmol) and DMAP (50 mg, 0.41 mmol) in MeCN (5 mL). The crude product was purified by MPLC using Hex/EtOAc (1:1) on silica gel to give 31 mg (45%) of a white solid as the title compound. 1H NMR (400 MHz, METHANOL-D4) δ 1.40 (m, 2 H), 1.47-1.64 (m, 8 H), 1.65 (s, 9 H), 2.25-2.48 (m, 1 H), 2.92-3.05 (m, 4 H), 3.29-3.... The reactants are [N+](=O)([O-])C1=C(C=CC=C1)SC1=C(C(=O)OC)C=CC=C1 (methyl 2-[(2-nitrophenyl)thio]benzoate). The reagents and catalysts are [Pd] (Pd/C). Run in CO (methanol). Reaction conditions: time 8 hour. Product: NC1=C(C=CC=C1)SC1=C(C(=O)OC)C=CC=C1 (methyl 2-[(2-aminophenyl)thio]benzoate). As a reaction SMILES: [N+:1]([C:4]1[CH:9]=[CH:8][CH:7]=[CH:6][C:5]=1[S:10][C:11]1[CH:20]=[CH:19][CH:18]=[CH:17][C:12]=1[C:13]([O:15][CH3:16])=[O:14])([O-])=O>CO.[Pd]>[NH2:1][C:4]1[CH:9]=[CH:8][CH:7]=[CH:6][C:5]=1[S:10][C:11]1[CH:20]=[CH:19][CH:18]=[CH:17][C:12]=1[C:13]([O:15][CH3:16])=[O:14]. Procedure: A solution of methyl 2-[(2-nitrophenyl)thio]benzoate (1.17 g, 4.04 mmol) in methanol (50 mL) was purged with nitrogen prior to the addition of 10% Pd/C catalyst (0.12 g). The mixture was again purged with nitrogen and then purged with hydrogen from a balloon. The mixture was stirred under hydrogen overnight. Additional amount of 10% Pd/C catalyst (0.24 g) was added, and the mixture was stirred under hydrogen overnight. The reaction mixture was filtered through a pad of celite, and the filtrate w...